The task is: describe an organic reaction: reactants, conditions, products, and yield. This data is from the Open Reaction Database (ORD), a public repository of structured organic reaction records. The reactants are CCOC(=O)C1C=Cc2ccsc2C1, CCOC(C)=O, CO. Product: CCOC(=O)C1CCc2ccsc2C1. As a reaction SMILES: [CH2:1]([CH3:2])[O:3][C:4](=[O:5])[CH:6]1[CH:7]=[CH:8][c:9]2[c:10]([s:11][cH:12][cH:13]2)[CH2:14]1.[CH3:15][CH2:16][O:17][C:18]([CH3:19])=[O:20].[CH3:21][OH:22]>>[CH2:1]([CH3:2])[O:3][C:4](=[O:5])[CH:6]1[CH2:7][CH2:8][c:9]2[c:10]([s:11][cH:12][cH:13]2)[CH2:14]1.